From a dataset of the Open Reaction Database (ORD), a public repository of structured organic reaction records. describe an organic reaction: reactants, conditions, products, and yield Starting materials: C(C)(C)(C)OC(=O)N1CCC(CC1)CCOC1=NC(=NC(=C1C(NCC1=CC=CC=C1)=O)NCC1CCC2(CC2)CC1)C#N (4-(2-{5-benzylcarbamoyl-2-cyano-6-[(spiro[2.5]oct-6-ylmethyl)amino]-pyrimidin-4-yloxy}ethyl)piperidine-1-carboxylic acid tert-butyl ester), C(=O)(C(F)(F)F)O (TFA). The solvent is C(Cl)Cl (CH2Cl2). Conditions: temperature 0 celsius, time 2 hour. Yields the product C(C1=CC=CC=C1)NC(=O)C=1C(=NC(=NC1NCC1CCC2(CC2)CC1)C#N)OCCC1CCNCC1 (2-cyano-4-(2-piperidin-4-yl-ethoxy)-6-[(spiro[2.5]oct-6-ylmethyl)amino]pyrimidine-5-carboxylic acid benzyl amide). As a reaction SMILES: C(OC([N:8]1[CH2:13][CH2:12][CH:11]([CH2:14][CH2:15][O:16][C:17]2[C:22]([C:23](=[O:32])[NH:24][CH2:25][C:26]3[CH:31]=[CH:30][CH:29]=[CH:28][CH:27]=3)=[C:21]([NH:33][CH2:34][CH:35]3[CH2:42][CH2:41][C:38]4([CH2:40][CH2:39]4)[CH2:37][CH2:36]3)[N:20]=[C:19]([C:43]#[N:44])[N:18]=2)[CH2:10][CH2:9]1)=O)(C)(C)C.C(O)(C(F)(F)F)=O>C(Cl)Cl>[CH2:25]([NH:24][C:23]([C:22]1[C:17]([O:16][CH2:15][CH2:14][CH:11]2[CH2:12][CH2:13][NH:8][CH2:9][CH2:10]2)=[N:18][C:19]([C:43]#[N:44])=[N:20][C:21]=1[NH:33][CH2:34][CH:35]1[CH2:36][CH2:37][C:38]2([CH2:39][CH2:40]2)[CH2:41][CH2:42]1)=[O:32])[C:26]1[CH:31]=[CH:30][CH:29]=[CH:28][CH:27]=1. Procedure: To a solution of 4-(2-{5-benzylcarbamoyl-2-cyano-6-[(spiro[2.5]oct-6-ylmethyl)amino]-pyrimidin-4-yloxy}ethyl)piperidine-1-carboxylic acid tert-butyl ester (0.68 mmol) in CH2Cl2 (10 mL) is added TFA (2 mL) at 0° C. After stirring for 2 h at 0° C. under N2 atmosphere, the mixture is concentrated and dried in vacuo to give 2-cyano-4-(2-piperidin-4-yl-ethoxy)-6-[(spiro[2.5]oct-6-ylmethyl)amino]pyrimidine-5-carboxylic acid benzyl amide as a yellow solid. 1H-NMR (CDCl3), δ 0.17-0.30 (4H, m), 0.89-0.93... The reactants are CO, Cl, [Na+], C1CCOC1, [OH-], CCOC(=O)CC(C)CCc1ccccc1. The product is CC(CCc1ccccc1)CC(=O)O. RXN SMILES: [CH3:19][OH:20].[ClH:21].[Na+:18].[O:22]1[CH2:23][CH2:24][CH2:25][CH2:26]1.[OH-:17].[c:1]1([CH2:7][CH2:8][CH:9]([CH2:10][C:11](=[O:12])[O:13][CH2:14][CH3:15])[CH3:16])[cH:2][cH:3][cH:4][cH:5][cH:6]1>>[c:1]1([CH2:7][CH2:8][CH:9]([CH2:10][C:11](=[O:12])[OH:13])[CH3:16])[cH:2][cH:3][cH:4][cH:5][cH:6]1. Reactants: product, 4, C(=O)(OC(C)C)[C@H](O)[C@@H](O)C(=O)OC(C)C ((+)-diisopropyl L-tartrate), [OH-].[Na+] (sodium hydroxide), C1(=CC=CC=C1)C (toluene), C(C)(C)(C)OO (t-butyl hydroperoxide), [Cl-].[Na+] (sodium chloride). The reagents and catalysts are CC([O-])C.CC([O-])C.CC([O-])C.CC([O-])C.[Ti+4] (titanium tetraisopropoxide). The solvent is ClCCl (dichloromethane), ClCCl (dichloromethane), O (water), CO (Methanol). Conditions: temperature -5 celsius, time 6 hour. The product is O1[C@H](CCO)C1C1CCCCC1 (3(R)-Epoxy-4-cyclohexyl-1-butanol). As a reaction SMILES: C([C@@H:7]([C@H:9]([C:11]([O:13][CH:14]([CH3:16])C)=O)O)[OH:8])(OC(C)C)=O.C(OO)(C)(C)C.[OH-].[Na+].[Cl-].[Na+].[C:27]1(C)[CH:32]=[CH:31]C=[CH:29][CH:28]=1>ClCCl.CC(C)[O-].CC(C)[O-].CC(C)[O-].CC(C)[O-].[Ti+4].CO.O>[O:13]1[CH:14]([CH:16]2[CH2:31][CH2:32][CH2:27][CH2:28][CH2:29]2)[C@H:11]1[CH2:9][CH2:7][OH:8] |f:2.3,4.5,8.9.10.11.12|. Procedure details: A 1 L three-necked flask equipped with thermometer, mechanical stirrer, nitrogen inlet and cooling bath was charged with 15 g 4 anstrom 600-mesh molecular seives, 400 mL dichloromethane, and 7.23 mL (+)-diisopropyl L-tartrate (Aldrich). The stirred mixture was cooled to -5° C. and 6.75 mL titanium tetraisopropoxide was added, followed by 227 mL 3.0M t-butyl hydroperoxide in toluene (Aldrich), neither of which produced appreciable exotherm To the stirred mixture at -20° C. was added a solution of... Reactants: C(=O)(O)[O-].[Na+] (NaHCO3), C(C)#N (acetonitrile), [N+](=O)([O-])C=1C=C(C(=O)Cl)C=C(C1)[N+](=O)[O-] (3,5-dinitrobenzoyl chloride). The solvent is O (H2O), O (H2O). Run at time 16 hour. Yields the product [N+](=O)([O-])C=1C=C(C(=O)N)C=C(C1)[N+](=O)[O-] (3,5-dinitrobenzamide). Reaction SMILES: C([O-])(O)=O.[Na+].C(#[N:8])C.[N+:9]([C:12]1[CH:13]=[C:14]([CH:18]=[C:19]([N+:21]([O-:23])=[O:22])[CH:20]=1)[C:15](Cl)=[O:16])([O-:11])=[O:10]>O>[N+:9]([C:12]1[CH:13]=[C:14]([CH:18]=[C:19]([N+:21]([O-:23])=[O:22])[CH:20]=1)[C:15]([NH2:8])=[O:16])([O-:11])=[O:10] |f:0.1|. Procedure: The L-malic salt (5 mg, 14 μm) was dissolved in a mixture of 1 ml H2O, 3.5 mg (3 meq) NaHCO3, and 1 ml acetonitrile and 3.2 mg (14 μm) of 3,5-dinitrobenzoyl chloride was added and the reaction stirred for 16 hr at room temperature. After 5 ml H2O was added, the reaction was vacuum filtered and washed with H2O (2×1 ml portions), cold isopropanol (2×1 ml portions) and diethyl ether (2×2 ml) to isolate 2.5 mg of the 3,5-dinitrobenzamide, "DBN", (85 area % by gradient reverse phase HPLC). The reactants are CO, [H][H], O=c1ccn(-c2ccc([N+](=O)[O-])cc2)c(=O)[nH]1, N. The product is Nc1ccc(-n2ccc(=O)[nH]c2=O)cc1. As a reaction SMILES: [CH3:21][OH:22].[H:19][H:20].[N+:1]([O-:2])(=[O:3])[c:4]1[cH:5][cH:6][c:7](-[n:10]2[c:11](=[O:17])[nH:12][c:13](=[O:16])[cH:14][cH:15]2)[cH:8][cH:9]1.[NH3:18]>>[NH2:1][c:4]1[cH:5][cH:6][c:7](-[n:10]2[c:11](=[O:17])[nH:12][c:13](=[O:16])[cH:14][cH:15]2)[cH:8][cH:9]1.